Task: describe an organic reaction: reactants, conditions, products, and yield. Dataset: the Open Reaction Database (ORD), a public repository of structured organic reaction records Starting materials: NC1=C(C=C(C(N)=S)C=C1)Br (4-amino-3-bromobenzthioamide), ClCC(=O)CC1=CC=CC=C1 (1-chloro-3-phenylacetone). Run in C(C)O (ethanol). Product: C(C1=CC=CC=C1)C=1N=C(SC1)C1=CC(=C(N)C=C1)Br (4-(4-Benzyl-1,3-thiazol-2-yl)-2-bromoaniline). Isolated yield 68.0%. RXN SMILES: [NH2:1][C:2]1[CH:10]=[CH:9][C:5]([C:6](=[S:8])[NH2:7])=[CH:4][C:3]=1[Br:11].Cl[CH2:13][C:14]([CH2:16][C:17]1[CH:22]=[CH:21][CH:20]=[CH:19][CH:18]=1)=O>C(O)C>[CH2:16]([C:14]1[N:7]=[C:6]([C:5]2[CH:9]=[CH:10][C:2]([NH2:1])=[C:3]([Br:11])[CH:4]=2)[S:8][CH:13]=1)[C:17]1[CH:22]=[CH:21][CH:20]=[CH:19][CH:18]=1. Procedure details: A mixture of 4-amino-3-bromobenzthioamide (1.66 g, 7.18 mmol) and 1-chloro-3-phenylacetone [Tarhouni, R. et al., Tetrahedron Letters, 835 (1964)] (1.36 g, 8.07 mmol, 1.1 eq) in absolute ethanol (18 mL) was heated at reflux under nitrogen for 2.5 hours. The resulting reaction mixture was evaporated under reduced pressure, and the residue was partitioned between ethyl acetate (20 mL) and a saturated solution of sodium hydrogen carbonate (20 mL). The ethyl acetate layer was removed, and the aqueous... Starting materials: Cl.N1=C(C=CC=C1)C1=CC=C(C=C1)CN(C[C@@H]([C@H](CC1=CC=CC=C1)NC([C@@H](NC(=O)OC)C(C)(C)C)=O)O)N (1-[4-(pyridin-2-yl)-phenyl]-4(S)-hydroxy-2-amino-5(S)-N-(N-methoxycarbonyl-(L)-tert-leucyl)amino-6-phenyl-2-azahexane hydrochloride), COC(=O)N[C@@H](C(C)C)C(=O)O (N-methoxycarbonyl-(L)-valine), C(CCl)Cl (EDC), C=1C=CC2=C(C1)N=NN2O (HOBT), TEA, CN(C)C=O (DMF), CN(C)C=O (DMF), crude product. Yields the product N1=C(C=CC=C1)C1=CC=C(C=C1)CN(C[C@@H]([C@H](CC1=CC=CC=C1)NC([C@@H](NC(=O)OC)C(C)(C)C)=O)O)NC([C@@H](NOC)C(C=C=O)C)=O (1-[4-(Pyridin-2-yl)-phenyl]-4(S)-hydroxy-2-N-(N-methoxy-carbonyl-(L)-valyl)amino-5(S)-N-(N-methoxycarbonyl-(L)-tert-leucyl)amino-6-phenyl-2-azahexane). RXN SMILES: Cl.[N:2]1[CH:7]=[CH:6][CH:5]=[CH:4][C:3]=1[C:8]1[CH:13]=[CH:12][C:11]([CH2:14][N:15]([NH2:40])[CH2:16][C@H:17]([OH:39])[C@@H:18]([NH:26][C:27](=[O:38])[C@H:28]([C:34]([CH3:37])([CH3:36])[CH3:35])[NH:29][C:30]([O:32][CH3:33])=[O:31])[CH2:19][C:20]2[CH:25]=[CH:24][CH:23]=[CH:22][CH:21]=2)=[CH:10][CH:9]=1.COC(N[C@H:46]([C:50]([OH:52])=O)[CH:47]([CH3:49])[CH3:48])=O.[CH2:53](Cl)CCl.C1C=CC2[N:65]([OH:66])N=NC=2C=1.CN([CH:70]=[O:71])C>>[N:2]1[CH:7]=[CH:6][CH:5]=[CH:4][C:3]=1[C:8]1[CH:9]=[CH:10][C:11]([CH2:14][N:15]([NH:40][C:70](=[O:71])[C@H:49]([CH:47]([CH3:48])[CH:46]=[C:50]=[O:52])[NH:65][O:66][CH3:53])[CH2:16][C@H:17]([OH:39])[C@@H:18]([NH:26][C:27](=[O:38])[C@H:28]([C:34]([CH3:36])([CH3:37])[CH3:35])[NH:29][C:30]([O:32][CH3:33])=[O:31])[CH2:19][C:20]2[CH:25]=[CH:24][CH:23]=[CH:22][CH:21]=2)=[CH:12][CH:13]=1 |f:0.1|. Procedure: Analogously to Example 1, a solution of 0.964 g (1.5 mmol) of 1-[4-(pyridin-2-yl)-phenyl]-4(S)-hydroxy-2-amino-5(S)-N-(N-methoxycarbonyl-(L)-tert-leucyl)amino-6-phenyl-2-azahexane hydrochloride in 10 ml of DMF is added dropwise to a mixture of 0.42 g (2.4 mmol) of N-methoxycarbonyl-(L)-valine, 0.862 g (4.5 mmol) of EDC, 0.405 g (3 mmol) of HOBT and 1.26 ml of TEA in 10 ml of DMF. After working up, the crude product is digested in DIPE, filtered off and dried. Subsequent column chromatography (Si... Reactants: CC=1C=CN2N=C(N(C(C21)=O)C2=CC=CC=C2)[C@H](C)NC=2C1=C(N=CN2)N(C=C1C#CC1=CC=CC=C1)COCC[Si](C)(C)C ((S)-5-Methyl-3-phenyl-2-(1-((5-(phenylethynyl)-7-((2-(trimethylsilyl)ethoxy)methyl)-7H-pyrrolo[2,3-d]pyrimidin-4-yl)amino)ethyl)pyrrolo[2,1-f][1,2,4]triazin-4(3H)-one), FC(C(=O)O)(F)F (trifluoroacetic acid), N (ammonia). The product is CC=1C=CN2N=C(N(C(C21)=O)C2=CC=CC=C2)[C@H](C)NC=2C1=C(N=CN2)NC=C1C#CC1=CC=CC=C1 ((S)-5-Methyl-3-phenyl-2-(1-((5-(phenylethynyl)-7H-pyrrolo[2,3-d]pyrimidin-4-yl)amino)ethyl)pyrrolo[2,1-f][1,2,4]triazin-4(3H)-one). The yield is 144.2%. Reaction SMILES: [CH3:1][C:2]1[CH:3]=[CH:4][N:5]2[C:10]=1[C:9](=[O:11])[N:8]([C:12]1[CH:17]=[CH:16][CH:15]=[CH:14][CH:13]=1)[C:7]([C@@H:18]([NH:20][C:21]1[C:22]3[C:29]([C:30]#[C:31][C:32]4[CH:37]=[CH:36][CH:35]=[CH:34][CH:33]=4)=[CH:28][N:27](COCC[Si](C)(C)C)[C:23]=3[N:24]=[CH:25][N:26]=1)[CH3:19])=[N:6]2.FC(F)(F)C(O)=O.N>>[CH3:1][C:2]1[CH:3]=[CH:4][N:5]2[C:10]=1[C:9](=[O:11])[N:8]([C:12]1[CH:13]=[CH:14][CH:15]=[CH:16][CH:17]=1)[C:7]([C@@H:18]([NH:20][C:21]1[C:22]3[C:29]([C:30]#[C:31][C:32]4[CH:37]=[CH:36][CH:35]=[CH:34][CH:33]=4)=[CH:28][NH:27][C:23]=3[N:24]=[CH:25][N:26]=1)[CH3:19])=[N:6]2. Procedure details: (S)-5-Methyl-3-phenyl-2-(1-((5-(phenylethynyl)-7-((2-(trimethylsilyl)ethoxy)methyl)-7H-pyrrolo[2,3-d]pyrimidin-4-yl)amino)ethyl)pyrrolo[2,1-f][1,2,4]triazin-4(3H)-one (9 mg, 0.01 mmol) was treated with trifluoroacetic acid (180 μl, 2.34 mmol) and a solution of ammonia (7N in methanol, 180 μl, 1.26 mmol) according to the method described in Example 27. The residue was purified using SP1® Purification System (0% to 100% n-hexane-ethyl acetate) to obtain 7 mg (98% yield) of the title compound. Yields the product Cl, COc1ccc2c(N)nc(N3CCOCC3)nc2c1OC. Reactants: C1COCCN1, CCC(C)=O, COc1ccc2c(N)nc(Cl)nc2c1OC. Reaction SMILES: [CH2:17]1[CH2:18][O:19][CH2:20][CH2:21][NH:22]1.[CH3:23][C:24]([CH2:25][CH3:26])=[O:27].[NH2:1][c:2]1[n:3][c:4]([Cl:16])[n:5][c:6]2[c:7]([O:14][CH3:15])[c:8]([O:12][CH3:13])[cH:9][cH:10][c:11]12>>[ClH:16].[NH2:1][c:2]1[n:3][c:4]([N:22]2[CH2:17][CH2:18][O:19][CH2:20][CH2:21]2)[n:5][c:6]2[c:7]([O:14][CH3:15])[c:8]([O:12][CH3:13])[cH:9][cH:10][c:11]12.